This data is from the Open Reaction Database (ORD), a public repository of structured organic reaction records. The task is: describe an organic reaction: reactants, conditions, products, and yield Reactants: BrC=1C=C2C(=CC=NC2=CC1)Cl (6-bromo-4-chloroquinoline), CN1CCNCC1 (N-methyl piperazine), C([O-])([O-])=O.[K+].[K+] (potassium carbonate), CN(C=O)C (N,N-dimethylformamide). Solvent: O (water), C(C)(=O)OCC (Ethyl acetate). Reaction conditions: temperature 130 celsius, time 8 hour. Product: BrC=1C=C2C(=CC=NC2=CC1)N1CCN(CC1)C (6-Bromo-4-(4-methylpiperazin-1-yl)quinoline). Reaction SMILES: [Br:1][C:2]1[CH:3]=[C:4]2[C:9](=[CH:10][CH:11]=1)[N:8]=[CH:7][CH:6]=[C:5]2Cl.[CH3:13][N:14]1[CH2:19][CH2:18][NH:17][CH2:16][CH2:15]1.C(=O)([O-])[O-].[K+].[K+].CN(C)C=O>O.C(OCC)(=O)C>[Br:1][C:2]1[CH:3]=[C:4]2[C:9](=[CH:10][CH:11]=1)[N:8]=[CH:7][CH:6]=[C:5]2[N:17]1[CH2:18][CH2:19][N:14]([CH3:13])[CH2:15][CH2:16]1 |f:2.3.4|. Procedure details: A mixture of 485 mg 6-bromo-4-chloroquinoline, 1.1 mL N-methyl piperazine, 415 mg potassium carbonate and 10 mL N,N-dimethylformamide was stirred at 130° C. for 8 hours. Ethyl acetate and water were added to the reaction solution, and the organic layer was separated. The organic layer was washed with water and brine and dried over an hydrous magnesium sulfate. The drying agent was filtered off, and the filtrate was evaporated. The residue was purified by silica gel column chromatography (hexane/... Starting materials: C1(CCCCC1)=O (cyclohexanone), C(C1=CC=CC=C1)OC(CO)CO (2benzyloxy-1,3-propanediol). The solvent is C1=CC=CC=C1 (benzene). Product: C(C1=CC=CC=C1)OC1COC2(OC1)CCCCC2 (3-Benzyloxy-1,5-dioxaspiro[5.5]undecane). Reaction SMILES: [C:1]1(=[O:7])[CH2:6][CH2:5][CH2:4][CH2:3][CH2:2]1.[CH2:8]([O:15][CH:16]([CH2:19]O)[CH2:17][OH:18])[C:9]1[CH:14]=[CH:13][CH:12]=[CH:11][CH:10]=1>C1C=CC=CC=1>[CH2:8]([O:15][CH:16]1[CH2:17][O:18][C:1]2([CH2:6][CH2:5][CH2:4][CH2:3][CH2:2]2)[O:7][CH2:19]1)[C:9]1[CH:14]=[CH:13][CH:12]=[CH:11][CH:10]=1. Reported procedure: Using the procedure of Example 51, cyclohexanone and 2benzyloxy-1,3-propanediol were reacted, using benzene as solvent, to give after distillation, 3-benzyloxy-1,5-dioxaspiro[5.5]undecane, b.p. 120°-121°/0.05 mm. The ir spectrum was consistent with the assigned structure. Reactants: COc1ccc2c(=O)cc(OC)oc2c1, Cc1ccccc1, Cl[Al](Cl)Cl, O. Yields the product COc1cc(=O)c2ccc(O)cc2o1. As a reaction SMILES: [CH3:12][O:13][c:14]1[o:15][c:16]2[cH:17][c:18]([O:25][CH3:26])[cH:19][cH:20][c:21]2[c:22](=[O:24])[cH:23]1.[CH3:5][c:6]1[cH:7][cH:8][cH:9][cH:10][cH:11]1.[Cl:1][Al:2]([Cl:3])[Cl:4].[OH2:27]>>[CH3:12][O:13][c:14]1[o:15][c:16]2[cH:17][c:18]([OH:25])[cH:19][cH:20][c:21]2[c:22](=[O:24])[cH:23]1.